From a dataset of the Open Reaction Database (ORD), a public repository of structured organic reaction records. describe an organic reaction: reactants, conditions, products, and yield Starting materials: IC=1C=C(C=CC1)C(=NO)C1=CC=2C(CCC(C2C=C1C)(C)C)(C)C ((3-iodophenyl)-(3,5,5,8,8-pentamethyl-5,6,7,8-tetrahydro-2-naphthyl)methanone oxime), C(CCC)N(CCCC)CCCC (tributylamine), C(C=C)(=O)OCC (ethyl acrylate). Reagents/catalysts: C(C)(=O)[O-].C(C)(=O)[O-].[Pd+2] (palladium diacetate). Run in C(C)#N (acetonitrile). Yields the product ONC(C=1C=C(C=CC1)C=CC(=O)OCC)C1=CC=2C(CCC(C2C=C1C)(C)C)(C)C (Ethyl 3-{3-[hydroxyamino-(3,5,5,8,8-pentamethyl-5,6,7,8-tetrahydro-2-naphthyl)methyl]phenyl}acrylate). RXN SMILES: I[C:2]1[CH:3]=[C:4]([C:8]([C:11]2[C:20]([CH3:21])=[CH:19][C:18]3[C:17]([CH3:23])([CH3:22])[CH2:16][CH2:15][C:14]([CH3:25])([CH3:24])[C:13]=3[CH:12]=2)=[N:9][OH:10])[CH:5]=[CH:6][CH:7]=1.C(N(CCCC)CCCC)CCC.[C:39]([O:43][CH2:44][CH3:45])(=[O:42])[CH:40]=[CH2:41]>C(#N)C.C([O-])(=O)C.C([O-])(=O)C.[Pd+2]>[OH:10][NH:9][CH:8]([C:11]1[C:20]([CH3:21])=[CH:19][C:18]2[C:17]([CH3:23])([CH3:22])[CH2:16][CH2:15][C:14]([CH3:25])([CH3:24])[C:13]=2[CH:12]=1)[C:4]1[CH:3]=[C:2]([CH:41]=[CH:40][C:39]([O:43][CH2:44][CH3:45])=[O:42])[CH:7]=[CH:6][CH:5]=1 |f:4.5.6|. Procedure details: A solution of (3-iodophenyl)-(3,5,5,8,8-pentamethyl-5,6,7,8-tetrahydro-2-naphthyl)methanone oxime (320 mg, 0.7 mmol), palladium diacetate (20 mg, 89 μmol), tributylamine (392 μl, 1.7 mmol) and ethyl acrylate (78 μl, 0.7 mmol) in acetonitrile (10 ml) is heated for 4 h at 80° C. The reaction medium is extracted with ethyl ether and washed with water. After drying, the organic phase is concentrated on a rotary evaporator under vacuum at 40° C. The product is purified by flash- chromatography on a c... As a reaction SMILES: [CH2:1]([O:8][C:9](=[O:24])[NH:10][CH:11]1[CH2:16][CH2:15][CH:14]([N:17]([CH3:23])[C:18](=[N:21][CH3:22])SC)[CH2:13][CH2:12]1)[C:2]1[CH:7]=[CH:6][CH:5]=[CH:4][CH:3]=1.I.CCO.O.[NH2:30][NH2:31].[Cl-:32]>>[CH2:1]([O:8][C:9](=[O:24])[NH:10][CH:11]1[CH2:16][CH2:15][CH:14]([N:17]([CH3:23])[C:18]([NH:30][NH2:31])=[N:21][CH3:22])[CH2:13][CH2:12]1)[C:2]1[CH:7]=[CH:6][CH:5]=[CH:4][CH:3]=1.[ClH:32] |f:3.4|. The reactants are CCO (EtOH), O.NN (hydrazine monohydrate), C(C1=CC=CC=C1)OC(NC1CCC(CC1)N(C(SC)=NC)C)=O ([4-(1,2,3-trimethyl-isothioureido)-cyclohexyl]carbamic acid benzylester), I (hydroiodide), [Cl-] (chloride). Reported procedure: 0.84 g of [4-(1,2,3-trimethyl-isothioureido)-cyclohexyl]carbamic acid benzylester in the form of a hydroiodide are stirred with 10 ml of of a strong basic ion exchanger in chloride form. A suspension obtained is filtered and the filtrate obtained is lyophilized. The lyophilisate is treated with 15 ml of EtOH and with 0.08 ml of hydrazine monohydrate. The mixture obtained is refluxed for 2.5 hours and from the mixture obtained solvent is evaporated. [4-(3-Amino-1,2-dimethyl-guanidino)-cyclohexyl]... The product is C(C1=CC=CC=C1)OC(NC1CCC(CC1)N(C(=NC)NN)C)=O ([4-(3-Amino-1,2-dimethyl-guanidino)-cyclohexyl]-carbamic acid benzylester), Cl (hydrochloride). The reactants are FC=1C=C(C=C(C1)F)C(C)NC(C1=CC(=CC=C1)[N+](=O)[O-])C1=CC=C(C=C1)OCC (N-[1-(3,5-difluorophenyl)ethyl]-N-[(4-ethoxyphenyl)-(3-nitrophenyl)methyl]amine), [BH4-].[Na+] (sodium borohydride). The reagents and catalysts are O.O.O.O.O.O.[Ni](Cl)Cl (nickel chloride hexahydrate). Yields the product FC=1C=C(C=C(C1)F)C(C)NC(C=1C=C(C=CC1)N)C1=CC=C(C=C1)OCC (3-{[1-(3,5-Difluorophenyl)ethylamino]-(4-ethoxyphenyl)methyl}phenylamine). As a reaction SMILES: [F:1][C:2]1[CH:3]=[C:4]([CH:9]([NH:11][CH:12]([C:22]2[CH:27]=[CH:26][C:25]([O:28][CH2:29][CH3:30])=[CH:24][CH:23]=2)[C:13]2[CH:18]=[CH:17][CH:16]=[C:15]([N+:19]([O-])=O)[CH:14]=2)[CH3:10])[CH:5]=[C:6]([F:8])[CH:7]=1.[BH4-].[Na+]>O.O.O.O.O.O.[Ni](Cl)Cl>[F:1][C:2]1[CH:3]=[C:4]([CH:9]([NH:11][CH:12]([C:22]2[CH:23]=[CH:24][C:25]([O:28][CH2:29][CH3:30])=[CH:26][CH:27]=2)[C:13]2[CH:14]=[C:15]([NH2:19])[CH:16]=[CH:17][CH:18]=2)[CH3:10])[CH:5]=[C:6]([F:8])[CH:7]=1 |f:1.2,3.4.5.6.7.8.9|. Procedure details: Following a reaction and purification procedure similar to those described in Example (59b), 1.39 g of N-[1-(3,5-difluorophenyl)ethyl]-N-[(4-ethoxyphenyl)-(3-nitrophenyl)methyl]amine [prepared as described in step (a) above], 1.84 g of nickel chloride hexahydrate and 537 mg of sodium borohydride were reacted, to obtain 316 mg of isomer A and 531 mg of isomer B of the title compound as yellow oils, respectively. Starting materials: CC([C@@H](C(=O)O)N1C(C2=CC(=CC=C2C1)C1=CC=C(C=C1)NC(C1=CN=C(C=C1)N1CCOCC1)=O)=O)C ((S)-3-Methyl-2-(6-(4-(6-morpholinonicotinamido)phenyl)-1-oxoisoindolin-2-yl)butanoic acid), CC([C@@H](C(=O)OC)N1C(C2=CC(=CC=C2C1)C1=CC=C(C=C1)NC(C1=CN=C(C=C1)N1CCCC1)=O)=O)C ((S)-Methyl 3-methyl-2-(1-oxo-6-(4-(6-(pyrrolidin-1-yl)nicotinamido)phenyl)iso indolin-2-yl)butanoate). Yields the product CC([C@@H](C(=O)O)N1C(C2=CC(=CC=C2C1)C1=CC=C(C=C1)NC(C1=CN=C(C=C1)N1CCCC1)=O)=O)C ((S)-3-Methyl-2-(1-oxo-6-(4-(6-(pyrrolidin-1-yl)nicotinamido)phenyl)isoindolin-2-yl)butanoic acid). Isolated yield 67.0%. As a reaction SMILES: [CH3:1][CH:2]([CH3:38])[C@H:3]([N:7]1[CH2:15][C:14]2[C:9](=[CH:10][C:11]([C:16]3[CH:21]=[CH:20][C:19]([NH:22][C:23](=[O:36])[C:24]4[CH:29]=[CH:28][C:27]([N:30]5[CH2:35][CH2:34]O[CH2:32][CH2:31]5)=[N:26][CH:25]=4)=[CH:18][CH:17]=3)=[CH:12][CH:13]=2)[C:8]1=[O:37])[C:4]([OH:6])=[O:5].CC(C)[C@H](N1CC2C(=CC(C3C=CC(NC(=O)C4C=CC(N5CCCC5)=NC=4)=CC=3)=CC=2)C1=O)C(OC)=O>>[CH3:38][CH:2]([CH3:1])[C@H:3]([N:7]1[CH2:15][C:14]2[C:9](=[CH:10][C:11]([C:16]3[CH:17]=[CH:18][C:19]([NH:22][C:23](=[O:36])[C:24]4[CH:29]=[CH:28][C:27]([N:30]5[CH2:31][CH2:32][CH2:34][CH2:35]5)=[N:26][CH:25]=4)=[CH:20][CH:21]=3)=[CH:12][CH:13]=2)[C:8]1=[O:37])[C:4]([OH:6])=[O:5]. Procedure: The compound of example 217 was prepared analogous to compound of example 213 by hydrolysis of compound of example 216. Reactants: CCOC(=N)c1ccc(C(=O)OCC)cc1, CNC, CCO, Cl. Yields the product CCOC(=O)c1ccc(C(=N)N(C)C)cc1. RXN SMILES: [CH2:2]([O:3][C:5](=[NH:6])[c:7]1[cH:8][cH:9][c:10]([C:11](=[O:12])[O:13][CH2:14][CH3:15])[cH:16][cH:17]1)[CH3:4].[CH3:18][NH:19][CH3:20].[CH3:21][CH2:22][OH:23].[ClH:1]>>[C:5](=[NH:6])([c:7]1[cH:8][cH:9][c:10]([C:11](=[O:12])[O:13][CH2:14][CH3:15])[cH:16][cH:17]1)[N:19]([CH3:18])[CH3:20]. Starting materials: BrC=1C=CC(=NC1)C(=O)O (5-bromopyridine-2-carboxylic acid), CC1=C(C=CC(=C1)C)N1CCNCC1 (1-(2,4-dimethylphenyl)piperazine). Yields the product BrC=1C=CC(=NC1)C(=O)N1CCN(CC1)C1=C(C=C(C=C1)C)C ((5-bromopyridin-2-yl)[4-(2,4-dimethylphenyl)piperazin-1-yl]methanone). Isolated yield 101.5%. As a reaction SMILES: [Br:1][C:2]1[CH:3]=[CH:4][C:5]([C:8]([OH:10])=O)=[N:6][CH:7]=1.[CH3:11][C:12]1[CH:17]=[C:16]([CH3:18])[CH:15]=[CH:14][C:13]=1[N:19]1[CH2:24][CH2:23][NH:22][CH2:21][CH2:20]1>>[Br:1][C:2]1[CH:3]=[CH:4][C:5]([C:8]([N:22]2[CH2:23][CH2:24][N:19]([C:13]3[CH:14]=[CH:15][C:16]([CH3:18])=[CH:17][C:12]=3[CH3:11])[CH2:20][CH2:21]2)=[O:10])=[N:6][CH:7]=1. Reported procedure: By reaction and treatment in the same manner as in Preparation Example 1 and using 5-bromopyridine-2-carboxylic acid (5 g) and 1-(2,4-dimethylphenyl)piperazine (4.8 g), the title compound (9.4 g) was obtained. Starting materials: C(N(CC)CC)(C(C(F)(F)F)F)(F)F, C1[C@H]([C@H]2[C@@H]([C@@]1(COC(=O)C)O)OC(O2)(C)C)N1C(c2c(C1=O)cccc2)=O. Reagents/catalysts: c1ccc(cc1)-c2c3ccccc3cc4ccccc24 (9-Phenylanthracene). The solvent is C1CCOC1 (THF). Reaction conditions: temperature 25 celsius, time 18 hour. Yields the product CC(=O)OC[C@@]1(F)C[C@H]([C@@H]2OC(C)(C)O[C@H]12)N3C(=O)c4ccccc4C3=O. RXN SMILES: CCN(C(C(C(F)(F)F)F)(F)[F:1])CC.[CH3:2][C:3]([O:5][CH2:6][C@:7]1([C@H:16]([C@@H:10]2[C@H:9]([N:17]3[C:26](=[O:27])[c:25]([c:20]4[C:18]3=[O:19])[cH:24][cH:23][cH:22][cH:21]4)[CH2:8]1)[O:15][C:12]([CH3:14])([CH3:13])[O:11]2)O)=[O:4]>>[CH3:2][C:3]([O:5][CH2:6][C@@:7]1([C@H:16]([C@@H:10]2[C@H:9]([N:17]3[C:26](=[O:27])[c:25]([c:20]4[C:18]3=[O:19])[cH:24][cH:23][cH:22][cH:21]4)[CH2:8]1)[O:15][C:12]([CH3:14])([CH3:13])[O:11]2)[F:1])=[O:4].